Dataset: the Open Reaction Database (ORD), a public repository of structured organic reaction records. Task: describe an organic reaction: reactants, conditions, products, and yield Starting materials: CN1CC2CN(CC(C1)C2O)C (3,7-dimethyl-3,7-diazabicyclo[3.3.1]nonane-9-ol), C(C1=CC=CC=C1)Cl (benzyl chloride). Product: CN1CC2CN(CC(C1)C2OCC2=CC=CC=C2)C (3,7-dimethyl-9-benzyloxy-3,7-diazabicyclo[3.3.1]nonane). The yield is 32.4%. As a reaction SMILES: [CH3:1][N:2]1[CH2:9][CH:8]2[CH:10]([OH:11])[CH:4]([CH2:5][N:6]([CH3:12])[CH2:7]2)[CH2:3]1.[CH2:13](Cl)[C:14]1[CH:19]=[CH:18][CH:17]=[CH:16][CH:15]=1>>[CH3:12][N:6]1[CH2:5][CH:4]2[CH:10]([O:11][CH2:13][C:14]3[CH:19]=[CH:18][CH:17]=[CH:16][CH:15]=3)[CH:8]([CH2:9][N:2]([CH3:1])[CH2:3]2)[CH2:7]1. Procedure details: 18.3 g of 3,7-dimethyl-3,7-diazabicyclo[3.3.1]nonane-9-ol are reacted with 13.5 g of benzyl chloride for 4 hours at room temperature as described in Example 1. 9 g (32.3%) of 3,7-dimethyl-9-benzyloxy-3,7-diazabicyclo[3.3.1]nonane are obtained; b.p.: 137°-148° C./10 Pa. The free base rapidly crystallizes upon standing; m.p.: 70°-75° C.